From a dataset of the Open Reaction Database (ORD), a public repository of structured organic reaction records. describe an organic reaction: reactants, conditions, products, and yield Reactants: COc1ccc(Cn2c(=O)c(C(C)C)c(C(=O)c3cc(C)cc(C#N)c3)n(CCOC(C)=O)c2=O)cc1, O=C([O-])[O-], CO, [K+], [K+]. Product: COc1ccc(Cn2c(=O)c(C(C)C)c(C(=O)c3cc(C)cc(C#N)c3)n(CCO)c2=O)cc1. As a reaction SMILES: [C:1](#[N:2])[c:3]1[cH:4][c:5]([C:6](=[O:7])[c:8]2[c:9]([CH:31]([CH3:32])[CH3:33])[c:10](=[O:30])[n:11]([CH2:21][c:22]3[cH:23][cH:24][c:25]([O:28][CH3:29])[cH:26][cH:27]3)[c:12](=[O:20])[n:13]2[CH2:14][CH2:15][O:16][C:17](=[O:18])[CH3:19])[cH:34][c:35]([CH3:37])[cH:36]1.[C:38](=[O:39])([O-:40])[O-:41].[CH3:44][OH:45].[K+:42].[K+:43]>>[C:1](#[N:2])[c:3]1[cH:4][c:5]([C:6](=[O:7])[c:8]2[c:9]([CH:31]([CH3:32])[CH3:33])[c:10](=[O:30])[n:11]([CH2:21][c:22]3[cH:23][cH:24][c:25]([O:28][CH3:29])[cH:26][cH:27]3)[c:12](=[O:20])[n:13]2[CH2:14][CH2:15][OH:16])[cH:34][c:35]([CH3:37])[cH:36]1. Starting materials: BrC1=CC(=C(C=C1F)C1(CCN(CC1)C)O)F (4-(4-bromo-2,5-difluorophenyl)-1-methyl-4-piperidinol). Solvent: Cl (hydrochloric acid). Yields the product BrC1=CC(=C(C=C1F)C=1CCN(CC1)C)F (4-(4-Bromo-2,5-difluorophenyl)-1,2,3,6-tetrahydro-1-methylpyridine). Isolated yield 112.2%. RXN SMILES: [Br:1][C:2]1[C:7]([F:8])=[CH:6][C:5]([C:9]2(O)[CH2:14][CH2:13][N:12]([CH3:15])[CH2:11][CH2:10]2)=[C:4]([F:17])[CH:3]=1>Cl>[Br:1][C:2]1[C:7]([F:8])=[CH:6][C:5]([C:9]2[CH2:14][CH2:13][N:12]([CH3:15])[CH2:11][CH:10]=2)=[C:4]([F:17])[CH:3]=1. Procedure details: A solution of 0.92 g (3 mmoles) of 4-(4-bromo-2,5-difluorophenyl)-1-methyl-4-piperidinol in 20 ml of 6 N hydrochloric acid was refluxed 4 hours, and evaporated to dryness under vacuum. The residue was stirred with ethyl ether and filtered to afford 0.97 g of the title compound; mp 223°-233° C. with decomposition.